This data is from the Open Reaction Database (ORD), a public repository of structured organic reaction records. The task is: describe an organic reaction: reactants, conditions, products, and yield Reactants: CC(C)CCO, COC(=O)c1ccc(NC2CCNCC2)nc1, COc1cc2nc(Cl)nc(N)c2cc1OC. Yields the product COC(=O)c1ccc(NC2CCN(c3nc(N)c4cc(OC)c(OC)cc4n3)CC2)nc1. RXN SMILES: [CH2:34]([OH:35])[CH2:36][CH:37]([CH3:38])[CH3:39].[CH3:1][O:2][C:3]([c:4]1[cH:5][n:6][c:7]([NH:10][CH:11]2[CH2:12][CH2:13][NH:14][CH2:15][CH2:16]2)[cH:8][cH:9]1)=[O:17].[NH2:18][c:19]1[n:20][c:21]([Cl:33])[n:22][c:23]2[cH:24][c:25]([O:31][CH3:32])[c:26]([O:29][CH3:30])[cH:27][c:28]12>>[CH3:1][O:2][C:3]([c:4]1[cH:5][n:6][c:7]([NH:10][CH:11]2[CH2:12][CH2:13][N:14]([c:21]3[n:20][c:19]([NH2:18])[c:28]4[c:23]([n:22]3)[cH:24][c:25]([O:31][CH3:32])[c:26]([O:29][CH3:30])[cH:27]4)[CH2:15][CH2:16]2)[cH:8][cH:9]1)=[O:17]. Starting materials: N#CN (cyanamide), C(C)(C)C1=C(C(=CC(=C1)OC1=CC=CC=C1)C(C)C)N=C=NC(C)(C)C (N-(2,6-diisopropyl-4-phenoxyphenyl)-N'-tert-butylcarbodiimide), C(C)(C)C1=C(C(=CC(=C1)OC1=CC=CC=C1)C(C)C)N=C=NC(C)(C)C (N-(2,6-diisopropyl-4-phenoxyphenyl)-N'-tert-butylcarbodiimide). Solvent: ClCCCl (1,2-dichloroethane). The product is C(#N)NC(=NC(C)(C)C)NC1=C(C=C(C=C1C(C)C)OC1=CC=CC=C1)C(C)C (N-cyano-N'-(2,6-diisopropyl-4-phenoxyphenyl)-N"-tert-butylguanidine). As a reaction SMILES: [N:1]#[C:2][NH2:3].[CH:4]([C:7]1[CH:12]=[C:11]([O:13][C:14]2[CH:19]=[CH:18][CH:17]=[CH:16][CH:15]=2)[CH:10]=[C:9]([CH:20]([CH3:22])[CH3:21])[C:8]=1[N:23]=[C:24]=[N:25][C:26]([CH3:29])([CH3:28])[CH3:27])([CH3:6])[CH3:5]>ClCCCl>[C:2]([NH:3][C:24]([NH:23][C:8]1[C:9]([CH:20]([CH3:22])[CH3:21])=[CH:10][C:11]([O:13][C:14]2[CH:19]=[CH:18][CH:17]=[CH:16][CH:15]=2)=[CH:12][C:7]=1[CH:4]([CH3:6])[CH3:5])=[N:25][C:26]([CH3:29])([CH3:27])[CH3:28])#[N:1]. Procedure: 0.46 g of cyanamide are added to a solution of 3.5 g of N-(2,6-diisopropyl-4-phenoxyphenyl)-N'-tert-butylcarbodiimide [prepared in accordance with Example 1 (compound 4) of European patent application A-175 649] in 20 ml of 1,2-dichloroethane. The reaction mixture is refluxed for 21 hours and then concentrated by evaporation to a suspension. This concentrated suspension is stirred with diethyl ether and the crystalline product so obtained is filtered with suction. Melting point 206°-207° C. (rec... Starting materials: FC(C(=O)O)(F)F.C(C1=CC=CC=C1)N(C)CC(Cl)=C1CCN(CC1)C1=C(C=C2C(C(=CN(C2=C1OC)C1CC1)C(=O)O)=O)F (7-{4-[2-(N-Benzyl-N-methylamino)-1-chloroethylidene]piperidin-1-yl}-1-cyclopropyl-6-fluoro-8-methoxy-4-oxo-1,4-dihydro-quinoline-3-carboxylic acid trifluoroacetic acid salt). The reagents and catalysts are [Pd] (Pd/C). Run in CO.C(=O)O (methanol formic acid). Run at time 3 hour. Yields the product FC(C(=O)O)(F)F.C1(CC1)N1C=C(C(C2=CC(=C(C(=C12)OC)N1CCC(CC1)=CCNC)F)=O)C(=O)O (1-Cyclopropyl-6-fluoro-8-methoxy-7-[4-(2-methylaminoethylidene)piperidin-1-yl]-4-oxo-1,4-dihydroquinoline-3-carboxylic acid trifluoroacetic acid salt). Isolated yield 14.3%. Reaction SMILES: [F:1][C:2]([F:7])([F:6])[C:3]([OH:5])=[O:4].[CH2:8]([N:15]([CH2:17][C:18](=[C:20]1[CH2:25][CH2:24][N:23]([C:26]2[C:35]([O:36][CH3:37])=[C:34]3[C:29]([C:30](=[O:44])[C:31]([C:41]([OH:43])=[O:42])=[CH:32][N:33]3[CH:38]3[CH2:40][CH2:39]3)=[CH:28][C:27]=2[F:45])[CH2:22][CH2:21]1)Cl)C)C1C=CC=CC=1>CO.C(O)=O.[Pd]>[F:1][C:2]([F:7])([F:6])[C:3]([OH:5])=[O:4].[CH:38]1([N:33]2[C:34]3[C:29](=[CH:28][C:27]([F:45])=[C:26]([N:23]4[CH2:24][CH2:25][C:20](=[CH:18][CH2:17][NH:15][CH3:8])[CH2:21][CH2:22]4)[C:35]=3[O:36][CH3:37])[C:30](=[O:44])[C:31]([C:41]([OH:43])=[O:42])=[CH:32]2)[CH2:39][CH2:40]1 |f:0.1,2.3,5.6|. Reported procedure: A solution of 161 (70 mg, 0.11 mmol) in methanol/formic acid (v/v=20/1) (14 mL) was treated with 10% Pd/C (35 mg, 7.3 mmol) under nitrogen at rt and stirred for 3 h. The resulting mixture was filtered and concentrated in vacuo. The residue was purified by HPLC (reverse phase C-18 column, 35-90% acetonitrile/water containing 0.1% trifluoroacetic acid) to afford the trifluoroacetic acid salt of 221 (8.3 mg, 15%) as a yellow solid. MS 416 (M+H).